This data is from the Open Reaction Database (ORD), a public repository of structured organic reaction records. The task is: describe an organic reaction: reactants, conditions, products, and yield The reactants are FC(C=1C=C(CN2CCOC3=C(C2=O)C(=CC(=N3)Cl)C3=C(C=CC=C3)C)C=C(C1)C(F)(F)F)(F)F (4-[3,5-bis(trifluoromethyl)benzyl]-8-chloro-6-(2-methylphenyl)-5-oxo-2,3,4,5-tetrahydropyrido[3,2-f][1,4]oxazepine), N1(CCCC1)C1CCNCC1 (4-(pyrrolidine-1-yl)piperidine). Product: FC(C=1C=C(CN2CCOC3=C(C2=O)C(=CC(=N3)N3CCC(CC3)N3CCCC3)C3=C(C=CC=C3)C)C=C(C1)C(F)(F)F)(F)F (4-[3,5-bis(trifluoromethyl)benzyl]-6-(2-methylphenyl)-5-oxo-8-[4-(pyrrolidine-1-yl)piperidine-1-yl]-2,3,4,5-tetrahydropyrido[3,2-f][1,4]oxazepine). Isolated yield 13.6%. RXN SMILES: [F:1][C:2]([F:35])([F:34])[C:3]1[CH:4]=[C:5]([CH:27]=[C:28]([C:30]([F:33])([F:32])[F:31])[CH:29]=1)[CH2:6][N:7]1[C:13](=[O:14])[C:12]2[C:15]([C:20]3[CH:25]=[CH:24][CH:23]=[CH:22][C:21]=3[CH3:26])=[CH:16][C:17](Cl)=[N:18][C:11]=2[O:10][CH2:9][CH2:8]1.[N:36]1([CH:41]2[CH2:46][CH2:45][NH:44][CH2:43][CH2:42]2)[CH2:40][CH2:39][CH2:38][CH2:37]1>>[F:1][C:2]([F:35])([F:34])[C:3]1[CH:4]=[C:5]([CH:27]=[C:28]([C:30]([F:33])([F:32])[F:31])[CH:29]=1)[CH2:6][N:7]1[C:13](=[O:14])[C:12]2[C:15]([C:20]3[CH:25]=[CH:24][CH:23]=[CH:22][C:21]=3[CH3:26])=[CH:16][C:17]([N:44]3[CH2:45][CH2:46][CH:41]([N:36]4[CH2:40][CH2:39][CH2:38][CH2:37]4)[CH2:42][CH2:43]3)=[N:18][C:11]=2[O:10][CH2:9][CH2:8]1. Procedure details: In a similar manner to Example 1, 4-[3,5-bis(trifluoromethyl)benzyl]-8-chloro-6-(2-methylphenyl)-5-oxo-2,3,4,5-tetrahydropyrido[3,2-f][1,4]oxazepine (51.5 mg) was reacted with 4-(pyrrolidine-1-yl)piperidine (46.3 mg) to obtain 4-[3,5-bis(trifluoromethyl)benzyl]-6-(2-methylphenyl)-5-oxo-8-[4-(pyrrolidine-1-yl)piperidine-1-yl]-2,3,4,5-tetrahydropyrido[3,2-f][1,4]oxazepine (8.6 mg, 14%). Run in C(C)(=O)OCC (ethyl acetate), O (water), CN(C)C=O (DMF). Reaction conditions: temperature 30 celsius, time 5 hour. Yields the product C(N)(=O)C1=C(N=C(C(=N1)C1=CC(=C(C=C1)C1=C(C=C(C=C1)C(C(=O)OC)CO)Cl)F)C)C (Methyl 2-[4-[4-(6-carbamoyl-3,5-dimethylpyrazin-2-yl)-2-fluorophenyl]-3-chlorophenyl]-3-hydroxypropanoate). Reaction SMILES: [C:1]([C:4]1[N:9]=[C:8]([C:10]2[CH:15]=[CH:14][C:13]([C:16]3[CH:21]=[CH:20][C:19]([CH2:22][C:23]([O:25][CH3:26])=[O:24])=[CH:18][C:17]=3[Cl:27])=[C:12]([F:28])[CH:11]=2)[C:7]([CH3:29])=[N:6][C:5]=1[CH3:30])(=[O:3])[NH2:2].[C:31](=O)([O-])[O-:32].[K+].[K+].C=O.Cl>CN(C=O)C.C(OCC)(=O)C.O>[C:1]([C:4]1[N:9]=[C:8]([C:10]2[CH:15]=[CH:14][C:13]([C:16]3[CH:21]=[CH:20][C:19]([CH:22]([CH2:31][OH:32])[C:23]([O:25][CH3:26])=[O:24])=[CH:18][C:17]=3[Cl:27])=[C:12]([F:28])[CH:11]=2)[C:7]([CH3:29])=[N:6][C:5]=1[CH3:30])(=[O:3])[NH2:2] |f:1.2.3|. The yield is 74.0%. The reactants are C=O (paraformaldehyde), C(N)(=O)C1=C(N=C(C(=N1)C1=CC(=C(C=C1)C1=C(C=C(C=C1)CC(=O)OC)Cl)F)C)C (methyl 2-(4′-(6-carbamoyl-3,5-dimethylpyrazin-2-yl)-2-chloro-2′-fluorobiphenyl-4-yl)acetate), C(N)(=O)C1=C(N=C(C(=N1)C1=CC(=C(C=C1)C1=C(C=C(C=C1)CC(=O)OC)Cl)F)C)C (methyl 2-(4′-(6-carbamoyl-3,5-dimethylpyrazin-2-yl)-2-chloro-2′-fluorobiphenyl-4-yl)acetate), C([O-])([O-])=O.[K+].[K+] (Potassium carbonate), Cl (hydrochloric acid). Procedure: A stirred solution of methyl 2-(4′-(6-carbamoyl-3,5-dimethylpyrazin-2-yl)-2-chloro-2′-fluorobiphenyl-4-yl)acetate (Intermediate 31-7; 615 g, 1437 mmol) in DMF (2.5 L) was cooled to 15° C., under a nitrogen atmosphere. Potassium carbonate (214 g, 1545 mmol) was then added followed by paraformaldehyde (47.5 g, 1581 mmol). The reaction was stirred for 5 hours at 30° C. The reaction was then added to stirred water (25.0 L) and ethyl acetate (10.0 L). Concentrated hydrochloric acid (430 ml) was then ... Reactants: P(=S)(OCC)(OCC)Cl (diethyl chlorothiophosphate), O (water), NC=1SC=C(N1)/C(/C(=O)O)=N/OC1OCCCC1 ((Z)-(RS)-(2-aminothiazol-4-yl)-[(tetrahydropyran-2-yloxyimino)]-acetic acid), N12CCN(CC1)CC2 (1,4-diazabicyclo[2.2.2]octane). The solvent is CC(=O)N(C)C (dimethylacetamide). Run at temperature 2 celsius, time 1 hour. Product: C(C)OP(=S)(OCC)OC(\C(=N/OC1OCCCC1)\C=1N=C(SC1)N)=O ((Z)-(RS)-(2-aminothiazol-4-yl)-[(tetrahydropyran-2-yloxyimino)]-acetic acid diethoxythio-phosphoryl ester), solid. Isolated yield 82.0%. RXN SMILES: [NH2:1][C:2]1[S:3][CH:4]=[C:5](/[C:7](=[N:11]/[O:12][CH:13]2[CH2:18][CH2:17][CH2:16][CH2:15][O:14]2)/[C:8]([OH:10])=[O:9])[N:6]=1.N12CCN(CC1)CC2.[P:27](Cl)([O:32][CH2:33][CH3:34])([O:29][CH2:30][CH3:31])=[S:28].O>CC(N(C)C)=O>[CH2:30]([O:29][P:27]([O:9][C:8](=[O:10])/[C:7](/[C:5]1[N:6]=[C:2]([NH2:1])[S:3][CH:4]=1)=[N:11]\[O:12][CH:13]1[CH2:18][CH2:17][CH2:16][CH2:15][O:14]1)([O:32][CH2:33][CH3:34])=[S:28])[CH3:31]. Procedure details: To a stirred suspension of 30 g (Z)-(RS)-(2-aminothiazol-4-yl)-[(tetrahydropyran-2-yloxyimino)]-acetic acid (80.5 mmol) and 90 mg 1,4-diazabicyclo[2.2.2]octane (DABCO) (0.80 mmol) in 300 ml dimethylacetamide was added under argon over 45 min 17 ml diethyl chlorothiophosphate (104.9 mmol). Stirring was continued at 0° C. for 1 h. The reaction was followed by HPLC. To the slightly turbid reaction mixture was added dropwise over 50 min 450 ml water. The precipitated product was filtered, washed wit... Starting materials: O(C1=CC=CC=C1)CC[C@H]1CN(CCN1)C1=NC2=C(NC=3SC(=CC13)C)C=CC=C2 ((S)-10-[3-(2-phenoxyethyl)piperazin-1-yl]-2-methyl-4H-3-thia-4,9-diazabenzo[f]azulene), C=O (formaldehyde), C(C)(=O)O[BH-](OC(C)=O)OC(C)=O.[Na+] (sodium triacetoxyborohydride), ClC(C)Cl (dichloroethane). The solvent is C([O-])(O)=O.[Na+] (sodium bicarbonate). Product: Cl.Cl.CN1[C@H](CN(CC1)C1=NC2=C(NC=3SC(=CC13)C)C=CC=C2)CCOC2=CC=CC=C2 ((S)-10-[4-Methyl-3-(2-phenoxyethyl)piperazin-1-yl]-2-methyl-4H-3-thia-4,9-diazabenzo[f]azulene dihydrochloride). RXN SMILES: [O:1]([CH2:8][CH2:9][C@@H:10]1[NH:15][CH2:14][CH2:13][N:12]([C:16]2[C:25]3[CH:24]=[C:23]([CH3:26])[S:22][C:21]=3[NH:20][C:19]3[CH:27]=[CH:28][CH:29]=[CH:30][C:18]=3[N:17]=2)[CH2:11]1)[C:2]1[CH:7]=[CH:6][CH:5]=[CH:4][CH:3]=1.C=O.[C:33](O[BH-](OC(=O)C)OC(=O)C)(=O)C.[Na+].[Cl:47]C(Cl)C>C(=O)(O)[O-].[Na+]>[ClH:47].[ClH:47].[CH3:33][N:15]1[CH2:14][CH2:13][N:12]([C:16]2[C:25]3[CH:24]=[C:23]([CH3:26])[S:22][C:21]=3[NH:20][C:19]3[CH:27]=[CH:28][CH:29]=[CH:30][C:18]=3[N:17]=2)[CH2:11][C@@H:10]1[CH2:9][CH2:8][O:1][C:2]1[CH:7]=[CH:6][CH:5]=[CH:4][CH:3]=1 |f:2.3,5.6,7.8.9|. Reported procedure: Combine (S)-10-[3-(2-phenoxyethyl)piperazin-1-yl]-2-methyl-4H-3-thia-4,9-diazabenzo[f]azulene, formaldehyde (1.1 equiv, 37% aqueous solution), and sodium triacetoxyborohydride (1.5 equiv.) in dichloroethane (10 mL) and stir at room temperature for 2 hours. Dilute the mixture with saturated aqueous sodium bicarbonate and extract three times with dichloromethane. Combine the organic layers, dry over sodium sulfate and concentrate under reduced pressure. Purification by flash chromatography, elutin... Starting materials: Cl.CO (HCl MeOH), C(C1=CC=CC=C1)N1CC(C(CC1)C(=O)O)C1=CC=C(C=C1)Cl ((3RS, 4SR)-1-benzyl-3-(4-chloro-phenyl)-piperidine-4-carboxylic acid), C(C1=CC=CC=C1)N1CC(C(CC1)C(=O)O)C1=CC=C(C=C1)Cl ((3RS, 4SR)-1-benzyl-3-(4-chloro-phenyl)-piperidine-4-carboxylic acid), Cl.CO (HCl MeOH). Solvent: CO (methanol). Run at temperature 76 celsius. Yields the product COC(=O)C1C(CN(CC1)CC1=CC=CC=C1)C1=CC=C(C=C1)Cl ((3RS, 4SR)-1-benzyl-3-(4-chloro-phenyl)-piperidine-4-carboxylic acid methyl ester). As a reaction SMILES: [CH2:1]([N:8]1[CH2:13][CH2:12][CH:11]([C:14]([OH:16])=[O:15])[CH:10]([C:17]2[CH:22]=[CH:21][C:20]([Cl:23])=[CH:19][CH:18]=2)[CH2:9]1)[C:2]1[CH:7]=[CH:6][CH:5]=[CH:4][CH:3]=1.Cl.[CH3:25]O>CO>[CH3:25][O:15][C:14]([CH:11]1[CH2:12][CH2:13][N:8]([CH2:1][C:2]2[CH:3]=[CH:4][CH:5]=[CH:6][CH:7]=2)[CH2:9][CH:10]1[C:17]1[CH:18]=[CH:19][C:20]([Cl:23])=[CH:21][CH:22]=1)=[O:16] |f:1.2|. Reported procedure: In a 500 ml round bottom flask with a magnetic stirring bar 3 g (9 mmol) (3RS, 4SR)-1-benzyl-3-(4-chloro-phenyl)-piperidine-4-carboxylic acid (SM050/4A) were suspended in 100 ml methanol. 50 mL 1.25 N HCl/MeOH was added and the mixture was stirred over night at reflux (76° C.). Another 50 mL 1.25 N HCl/MeOH was added and the reaction mixture was continued to reflux for 24 h. The solvent was removed by evaporation and the brown residue was diluted with 200 mL Na2CO3 aq. sat. and 5 mL 4 N NaOH aq....